From a dataset of the Open Reaction Database (ORD), a public repository of structured organic reaction records. describe an organic reaction: reactants, conditions, products, and yield The reactants are CC(C)(C)OC(=O)OC(=O)[O-], O=C([O-])OC(=O)[O-], c1ccc2c3c([nH]c2c1)C(c1ccc2c(c1)OCO2)NCC3, CO. Yields the product CC(C)(C)OC(=O)N1CCc2c([nH]c3ccccc23)C1c1ccc2c(c1)OCO2. As a reaction SMILES: [C:23]([CH3:24])([CH3:25])([CH3:26])[O:27][C:28](=[O:29])[O:30][C:31]([O-:32])=[O:33].[C:34]([O:35][C:36]([O-:37])=[O:38])(=[O:39])[O-:40].[CH2:1]1[O:2][c:3]2[cH:4][c:5]([CH:10]3[NH:11][CH2:12][CH2:13][c:14]4[c:15]5[cH:16][cH:17][cH:18][cH:19][c:20]5[nH:21][c:22]43)[cH:6][cH:7][c:8]2[O:9]1.[CH3:41][OH:42]>>[CH2:1]1[O:2][c:3]2[cH:4][c:5]([CH:10]3[N:11]([C:28]([O:27][C:23]([CH3:24])([CH3:25])[CH3:26])=[O:29])[CH2:12][CH2:13][c:14]4[c:15]5[cH:16][cH:17][cH:18][cH:19][c:20]5[nH:21][c:22]43)[cH:6][cH:7][c:8]2[O:9]1.